describe an organic reaction: reactants, conditions, products, and yield From a dataset of the Open Reaction Database (ORD), a public repository of structured organic reaction records. Reactants: CC(C)(C)OC(=O)N1CCCC(C(=O)Nc2ccccc2F)C1, C1CCOC1. Yields the product CC(C)(C)OC(=O)N1CCCC(CNc2ccccc2F)C1. As a reaction SMILES: [C:1]([CH3:2])([CH3:3])([CH3:4])[O:5][C:6](=[O:7])[N:8]1[CH2:9][CH:10]([C:14]([NH:15][c:16]2[c:17]([F:22])[cH:18][cH:19][cH:20][cH:21]2)=[O:23])[CH2:11][CH2:12][CH2:13]1.[CH2:24]1[O:25][CH2:26][CH2:27][CH2:28]1>>[C:1]([CH3:2])([CH3:3])([CH3:4])[O:5][C:6](=[O:7])[N:8]1[CH2:9][CH:10]([CH2:14][NH:15][c:16]2[c:17]([F:22])[cH:18][cH:19][cH:20][cH:21]2)[CH2:11][CH2:12][CH2:13]1. Starting materials: ClCCl, [Na+], [OH-], O=C(NC1CCCCC1O)c1ncccc1OCc1ccccc1. Reaction SMILES: [Cl:27][CH2:28][Cl:29].[Na+:26].[OH-:25].[OH:1][CH:2]1[CH:3]([NH:8][C:9]([c:10]2[c:11]([O:16][CH2:17][c:18]3[cH:19][cH:20][cH:21][cH:22][cH:23]3)[cH:12][cH:13][cH:14][n:15]2)=[O:24])[CH2:4][CH2:5][CH2:6][CH2:7]1>>[O:1]=[C:2]1[CH:3]([NH:8][C:9]([c:10]2[c:11]([O:16][CH2:17][c:18]3[cH:19][cH:20][cH:21][cH:22][cH:23]3)[cH:12][cH:13][cH:14][n:15]2)=[O:24])[CH2:4][CH2:5][CH2:6][CH2:7]1. The product is O=C(NC1CCCCC1=O)c1ncccc1OCc1ccccc1. Starting materials: Cl[Al].C=1C=CC=2C(C1)=C3NC2N=C4C=5C=CC=CC5C(=N4)N=C6C=7C=CC=CC7C(N6)=NC=8C=9C=CC=CC9C(=N3)N8 (Chloroaluminium phthalocyanine), P(=O)(Cl)(Cl)Cl (Phosphorus oxychloride). Reported procedure: Chloroaluminium phthalocyanine tetrasulphonate (100 mg, 1.12×10-4 mol) is dried overnight at 100° C. Phosphorus oxychloride (410 μl, 4.48×10-3 mol) is added and the mixture is incubated at ambient temperature under exclusion of moisture. After 24 hours at this temperature, unreacted phosphorus oxychloride is removed by bulb-bulb distillation. Reaction SMILES: Cl[Al].[CH:3]1[CH:4]=[CH:5][C:6]2[C:7](=[C:9]3[N:41]=[C:40]4[N:42]=[C:33]([C:34]5[CH:35]=[CH:36][CH:37]=[CH:38][C:39]=54)[N:32]=[C:30]4[NH:31][C:23]([C:24]5[CH:25]=[CH:26][CH:27]=[CH:28][C:29]=54)=[N:22][C:20]4=[N:21][C:13]([C:14]5[CH:15]=[CH:16][CH:17]=[CH:18][C:19]=54)=[N:12][C:11]=2[NH:10]3)[CH:8]=1.P(Cl)(Cl)(Cl)=O>>[CH:4]1[CH:3]=[CH:8][C:7]2[C:6](=[C:11]3[N:12]=[C:13]4[N:21]=[C:20]([C:19]5[CH:18]=[CH:17][CH:16]=[CH:15][C:14]=54)[N:22]=[C:23]4[NH:31][C:30]([C:29]5[CH:28]=[CH:27][CH:26]=[CH:25][C:24]=54)=[N:32][C:33]4=[N:42][C:40]([C:39]5[CH:38]=[CH:37][CH:36]=[CH:35][C:34]=54)=[N:41][C:9]=2[NH:10]3)[CH:5]=1 |f:0.1,^3:1|. The product is C=1C=CC=2C(C1)=C3NC2N=C4C=5C=CC=CC5C(=N4)N=C6C=7C=CC=CC7C(N6)=NC=8C=9C=CC=CC9C(=N3)N8 (Phthalocyanine).